Dataset: the Open Reaction Database (ORD), a public repository of structured organic reaction records. Task: describe an organic reaction: reactants, conditions, products, and yield The reactants are N1C=NC(=C1)C1=NC=CC(=C1)C#N (2-(1H-imidazol-4-yl)pyridine-4-carbonitrile), Cl.ClCCN1CCCC1 (1-(2-chloroethyl)pyrrolidine hydrogen chloride), C([O-])([O-])=O.[Cs+].[Cs+] (cesium carbonate). The solvent is CN(C)C=O (DMF). Reaction conditions: temperature 90 celsius. The product is N1(CCCC1)CCN1C=NC(=C1)C1=NC=CC(=C1)C#N (2-{1-[2-(pyrrolidin-1-yl)ethyl]-1H-imidazol-4-yl}pyridine-4-carbonitrile). RXN SMILES: [NH:1]1[CH:5]=[C:4]([C:6]2[CH:11]=[C:10]([C:12]#[N:13])[CH:9]=[CH:8][N:7]=2)[N:3]=[CH:2]1.Cl.Cl[CH2:16][CH2:17][N:18]1[CH2:22][CH2:21][CH2:20][CH2:19]1.C(=O)([O-])[O-].[Cs+].[Cs+]>CN(C=O)C>[N:18]1([CH2:17][CH2:16][N:1]2[CH:5]=[C:4]([C:6]3[CH:11]=[C:10]([C:12]#[N:13])[CH:9]=[CH:8][N:7]=3)[N:3]=[CH:2]2)[CH2:22][CH2:21][CH2:20][CH2:19]1 |f:1.2,3.4.5|. Procedure: A mixture of 2-(1H-imidazol-4-yl)pyridine-4-carbonitrile (20 mg, 0.12 mmol), 1-(2-chloroethyl)pyrrolidine hydrogen chloride (34 mg, 0.2 mmol) and cesium carbonate (130 mg, 0.4 mmol) in 2 mL DMF was heated at 90° C. for 2 hr. The reaction mixture was purified by ISCO flash column chromatography (MeOH/DCM=0-100%). [M+H] Calc'd for C15H17N5, 268. Found, 268. Reactants: OC1=CC=2C=3C4=C(C(=CC3NC2C=C1)I)C(NC4=O)=O (9-hydroxy-4-iodopyrrolo[3,4-c]carbazole-1,3(2H,6H)-dione), NC=1C=C(C=CC1)B(O)O (3-aminobenzeneboronic acid). Product: NC=1C=C(C=CC1)C1=CC=2NC=3C=CC(=CC3C2C2=C1C(NC2=O)=O)O (4-(3-aminophenyl)-9-hydroxypyrrolo[3,4-c]carbazole-1,3(2H,6H)-dione). Isolated yield 62.0%. As a reaction SMILES: [OH:1][C:2]1[CH:14]=[CH:13][C:12]2[NH:11][C:10]3[CH:9]=[C:8](I)[C:7]4[C:16](=[O:20])[NH:17][C:18](=[O:19])[C:6]=4[C:5]=3[C:4]=2[CH:3]=1.[NH2:21][C:22]1[CH:23]=[C:24](B(O)O)[CH:25]=[CH:26][CH:27]=1>>[NH2:21][C:22]1[CH:27]=[C:26]([C:8]2[C:7]3[C:16](=[O:20])[NH:17][C:18](=[O:19])[C:6]=3[C:5]3[C:4]4[CH:3]=[C:2]([OH:1])[CH:14]=[CH:13][C:12]=4[NH:11][C:10]=3[CH:9]=2)[CH:25]=[CH:24][CH:23]=1. Reported procedure: The reaction of 9-hydroxy-4-iodopyrrolo[3,4-c]carbazole-1,3(2H,6H)-dione, prepared as in example 7, with 3-aminobenzeneboronic acid according to the procedure described in example 8 gave 4-(3-aminophenyl)-9-hydroxypyrrolo[3,4-c]carbazole-1,3(2H,6H)-dione (15) (I, Ar=3-aminophenyl) in a 62% yield; mp 279–284° C. 1H NMR δ [(CD3)2SO] 11.70 (s, 1H), 10.96 (s, 1H), 9.22 (s, 1H), 8.33 (d, J=2.4 Hz, 1H), 7.50 (s, 1H), 7.42 (d, J=8.7 Hz, 1H), 7.10–7.03 (m, 2H), 6.77–6.74 (m, 1H), 6.72–6.68 (m, 1H), 6.61...